The task is: describe an organic reaction: reactants, conditions, products, and yield. This data is from the Open Reaction Database (ORD), a public repository of structured organic reaction records. Starting materials: [H-].C(C(C)C)[Al+]CC(C)C (diisobutylaluminium hydride), C1=C(CCC2=CC=CC=C12)CC(=O)OCC (Ethyl 2-(3,4-dihydro-naphth-2-yl)acetate), [NH4+].[Cl-] (NH4Cl), Cl (HCl). Solvent: C(Cl)Cl (CH2Cl2), C(Cl)Cl (CH2Cl2). Reaction conditions: temperature -60 celsius, time 2 hour. Yields the product C1=C(CCC2=CC=CC=C12)CC=O (2-(3,4-Dihydro-naphth-2-yl)acetaldehyde). As a reaction SMILES: [CH:1]1[C:10]2[C:5](=[CH:6][CH:7]=[CH:8][CH:9]=2)[CH2:4][CH2:3][C:2]=1[CH2:11][C:12](OCC)=[O:13].[H-].C([Al+]CC(C)C)C(C)C.[NH4+].[Cl-].Cl>C(Cl)Cl>[CH:1]1[C:10]2[C:5](=[CH:6][CH:7]=[CH:8][CH:9]=2)[CH2:4][CH2:3][C:2]=1[CH2:11][CH:12]=[O:13] |f:1.2,3.4|. Reported procedure: A solution, cooled to -60° C., of 18.60 g (0.086 mol) of the ester obtained in Step 1 in 360 ml of CH2Cl2 is treated, dropwise, with a molar solution of diisobutylaluminium hydride in CH2Cl2 (170 ml). After stirring for 2 hours at -60° C., the mixture is hydrolysed, at that temperature, by successive addition of NH4Cl 10% (35 ml) and 1N HCl (42 ml). The temperature of the mixture is increased to 20° C. over a period of 1 hour and the precipitate formed is then suctioned off and washed with CH2Cl... Reactants: Cl, C1COCCO1, CSCCC(NC(=O)CNC(=O)OC(C)(C)C)C(=O)NO. Product: Cl, CSCCC(NC(=O)CN)C(=O)NO. As a reaction SMILES: [ClH:22].[O:23]1[CH2:24][CH2:25][O:26][CH2:27][CH2:28]1.[OH:1][NH:2][C:3]([CH:4]([CH2:5][CH2:6][S:7][CH3:8])[NH:9][C:10]([CH2:11][NH:12][C:13](=[O:14])[O:15][C:16]([CH3:17])([CH3:18])[CH3:19])=[O:20])=[O:21]>>[ClH:22].[OH:1][NH:2][C:3]([CH:4]([CH2:5][CH2:6][S:7][CH3:8])[NH:9][C:10]([CH2:11][NH2:12])=[O:20])=[O:21]. Reactants: OC=1C=C(C=CC1OC)CC(=O)O (3-hydroxy-4-methoxy-phenyl acetic acid), BrBr (bromine). The solvent is C(C)(=O)O (acetic acid). Conditions: time 18 hour. The product is BrC1=C(C=C(C(=C1)OC)O)CC(=O)O ((2-bromo-5-hydroxy-4-methoxy-phenyl)-acetic acid). As a reaction SMILES: [OH:1][C:2]1[CH:3]=[C:4]([CH2:10][C:11]([OH:13])=[O:12])[CH:5]=[CH:6][C:7]=1[O:8][CH3:9].[Br:14]Br>C(O)(=O)C>[Br:14][C:5]1[CH:6]=[C:7]([O:8][CH3:9])[C:2]([OH:1])=[CH:3][C:4]=1[CH2:10][C:11]([OH:13])=[O:12]. Procedure: To 3-hydroxy-4-methoxy-phenyl acetic acid (8 g) in 150 ml acetic acid was added drop wise 2.48 ml bromine. The mixture was stirred 18 hours at room temperature under nitrogen. The solvent was then removed in vacuo and the residue was triturated with toluene, filtered, washed with toluene then hexane to yield 11.1 g (2-bromo-5-hydroxy-4-methoxy-phenyl)-acetic acid a solid. Reactants: COc1ccc2nc(Cl)nc(-c3ccc(C(C)C)cc3)c2c1, Cl, C1COCCO1. Product: COc1ccc2[nH]c(=O)nc(-c3ccc(C(C)C)cc3)c2c1. RXN SMILES: [Cl:1][c:2]1[n:3][c:4]2[cH:5][cH:6][c:7]([O:21][CH3:22])[cH:8][c:9]2[c:10](-[c:12]2[cH:13][cH:14][c:15]([CH:18]([CH3:19])[CH3:20])[cH:16][cH:17]2)[n:11]1.[ClH:23].[O:24]1[CH2:25][CH2:26][O:27][CH2:28][CH2:29]1>>[c:2]1(=[O:24])[nH:3][c:4]2[cH:5][cH:6][c:7]([O:21][CH3:22])[cH:8][c:9]2[c:10](-[c:12]2[cH:13][cH:14][c:15]([CH:18]([CH3:19])[CH3:20])[cH:16][cH:17]2)[n:11]1. Reactants: O=C(CC(=O)OCC[Si](C)(C)C)CC ((2-trimethylsilylethyl) 3-oxovalerate), N\C(=C/C(=O)OCC=CC1=CC=CC=C1)\C ((3-phenyl-2-propene-1-yl) 3-aminocrotonate), ClC=1C=C(C=O)C=CC1 (3-chlorobenzaldehyde). Run in CC(C)O (2-propanol). Yields the product ClC=1C=C(C=CC1)C1C(=C(NC(=C1C(=O)OCC=CC1=CC=CC=C1)C)CC)C(=O)OCC[Si](C)(C)C (5-(3-phenyl-2-propene-1-yl) 3-(2-trimethylsilylethyl) 4-(3-chlorophenyl)-2-ethyl-6-methyl-1,4-dihydropyridine-3,5-dicarboxylate). Procedure details: 649 mg (3.0 mmol) of (2-trimethylsilylethyl) 3-oxovalerate, 652 mg (3.0 mmol) of (3-phenyl-2-propene-1-yl) 3-aminocrotonate and 0.340 ml (3.0 mmol) of 3-chlorobenzaldehyde were heated at 70° C. under stirring in 15 ml of 2-propanol three nights. The solvent was evaporated under reduced pressure, and the residue was purified by the silica gel chromatography (hexane/ethyl acetate=5/1) to obtain the title compound. As a reaction SMILES: O=[C:2]([CH2:13][CH3:14])[CH2:3][C:4]([O:6][CH2:7][CH2:8][Si:9]([CH3:12])([CH3:11])[CH3:10])=[O:5].[NH2:15]/[C:16](/[CH3:30])=[CH:17]\[C:18]([O:20][CH2:21][CH:22]=[CH:23][C:24]1[CH:29]=[CH:28][CH:27]=[CH:26][CH:25]=1)=[O:19].[Cl:31][C:32]1[CH:33]=[C:34]([CH:37]=[CH:38][CH:39]=1)[CH:35]=O>CC(O)C>[Cl:31][C:32]1[CH:33]=[C:34]([CH:35]2[C:17]([C:18]([O:20][CH2:21][CH:22]=[CH:23][C:24]3[CH:25]=[CH:26][CH:27]=[CH:28][CH:29]=3)=[O:19])=[C:16]([CH3:30])[NH:15][C:2]([CH2:13][CH3:14])=[C:3]2[C:4]([O:6][CH2:7][CH2:8][Si:9]([CH3:12])([CH3:11])[CH3:10])=[O:5])[CH:37]=[CH:38][CH:39]=1.